From a dataset of the Open Reaction Database (ORD), a public repository of structured organic reaction records. describe an organic reaction: reactants, conditions, products, and yield Reactants: BrCc1ccccc1, Cc1ccccc1, CC(C)=O, [K+], [K+], O=C([O-])[O-], C1COCCOCCOCCOCCOCCO1, O, CCCc1cc2c(cc1O)CCC1C2CCC2(C)C(OC(=O)CC)CCC12. Product: CCCc1cc2c(cc1OCc1ccccc1)CCC1C2CCC2(C)C(OC(=O)CC)CCC12. Reaction SMILES: [CH2:28]([c:29]1[cH:30][cH:31][cH:32][cH:33][cH:34]1)[Br:35].[CH3:60][c:61]1[cH:62][cH:63][cH:64][cH:65][cH:66]1.[CH3:67][C:68](=[O:69])[CH3:70].[K+:36].[K+:37].[O-:38][C:39]([O-:40])=[O:41].[O:42]1[CH2:43][CH2:44][O:45][CH2:46][CH2:47][O:48][CH2:49][CH2:50][O:51][CH2:52][CH2:53][O:54][CH2:55][CH2:56][O:57][CH2:58][CH2:59]1.[OH2:71].[OH:1][c:2]1[cH:3][c:4]2[c:17]([cH:18][c:19]1[CH2:20][CH2:21][CH3:22])[CH:16]1[CH:7]([CH2:6][CH2:5]2)[CH:8]2[CH2:9][CH2:10][CH:11]([O:23][C:24]([CH2:25][CH3:26])=[O:27])[C:12]2([CH3:13])[CH2:14][CH2:15]1>>[O:1]([c:2]1[cH:3][c:4]2[c:17]([cH:18][c:19]1[CH2:20][CH2:21][CH3:22])[CH:16]1[CH:7]([CH2:6][CH2:5]2)[CH:8]2[CH2:9][CH2:10][CH:11]([O:23][C:24]([CH2:25][CH3:26])=[O:27])[C:12]2([CH3:13])[CH2:14][CH2:15]1)[CH2:28][c:29]1[cH:30][cH:31][cH:32][cH:33][cH:34]1. Reactants: S(=O)(=O)(N)N (Sulfamide), CS(=O)(=O)O (methanesulfonic acid), ClCCC#N (3-chloropropionitrile). The solvent is C(Cl)Cl (methylene chloride), CC(=O)C (acetone). Run at temperature 57.5 celsius. Product: CS(=O)(=O)O.S(N)(=O)(=O)NC(CCCl)=N (N-Sulfamyl-3-chloropropionamidine methanesulfonic acid). Isolated yield 67.4%. Reaction SMILES: [S:1]([NH2:5])([NH2:4])(=[O:3])=[O:2].[CH3:6][S:7]([OH:10])(=[O:9])=[O:8].[Cl:11][CH2:12][CH2:13][C:14]#[N:15]>C(Cl)Cl.CC(C)=O>[CH3:6][S:7]([OH:10])(=[O:9])=[O:8].[S:1]([NH:5][C:14](=[NH:15])[CH2:13][CH2:12][Cl:11])(=[O:3])(=[O:2])[NH2:4] |f:5.6|. Reported procedure: Sulfamide (9.6 g, 0.1 mole) was added to a solution of methanesulfonic acid anhydrous (19.2 g, 0.2 mole) in 3-chloropropionitrile (51.3 g, 0.6 mole). The suspension was heated at 55-60° C., for 18 hours. At the end of the heating period, the mixture was cooled to room temperature, diluted with methylene chloride (150 ml), and filtered. The solid, thus obtained, was suspended in acetone (50 ml), and the suspension filtered and the product dried, to yield about 19 g of product. The reactants are NC1=C(C=C(C=C1)[N+](=O)[O-])S(=O)(=O)O (2-Amino-5-nitro-benzenesulfonic acid), OC1=CC(=CC2=C(C(=CC=C12)N)S(=O)(=O)O)S(=O)(=O)O (4-hy-droxy-7-aminonaphthalene-2,8-disulfonic acid). Solvent: O (water), O (water). Conditions: time 1 hour. The product is S(=O)(C1=CC=C(C=C1)N)(=O)O (p-sulfanilic acid). RXN SMILES: N[C:2]1[CH:7]=[CH:6][C:5]([N+]([O-])=O)=[CH:4][C:3]=1[S:11]([OH:14])(=[O:13])=[O:12].OC1C2C(=C(S(O)(=O)=O)C([NH2:26])=CC=2)C=C(S(O)(=O)=O)C=1>O>[S:11]([OH:14])(=[O:13])([C:3]1[CH:4]=[CH:5][C:6]([NH2:26])=[CH:7][CH:2]=1)=[O:12]. Procedure details: 2-Amino-5-nitro-benzenesulfonic acid is diazotized and coupled neutrally to I acid. 43 mmol of this dye are dissolved in 200 ml water and indirectly diazotized. After stirring for 1 hour, the excess nitrous acid is removed with amidosulfonic acid and a solution of 43 mmol 4-hy-droxy-7-aminonaphthalene-2,8-disulfonic acid in 200 ml water is added. Coupling is completed overnight at pH 8-9, the dye is filtered under suction and the sulfo group is split off by boiling for 12 h in a 1:1 mixture of w...